From a dataset of the Open Reaction Database (ORD), a public repository of structured organic reaction records. describe an organic reaction: reactants, conditions, products, and yield Starting materials: O (water), C([O-])([O-])=O.[K+].[K+] (Potassium carbonate), OO (H2O2), C(#N)C=1C=C2CCC=C(C2=CC1)N1C=NC=C1 (6-cyano-1-(1-imidazolyl)-3,4-dihydronaphthalene). The solvent is CS(=O)C (DMSO), C(Cl)Cl (CH2Cl2). Conditions: time 24 hour. The product is C(N)(=O)C=1C=C2CCC=C(C2=CC1)N1C=NC=C1 (6-Carbamoyl-1-(1-imidazolyl)-3,4-dihydronaphthalene). Reaction SMILES: C(=O)([O-])[O-:2].[K+].[K+].OO.[C:9]([C:11]1[CH:12]=[C:13]2[C:18](=[CH:19][CH:20]=1)[C:17]([N:21]1[CH:25]=[CH:24][N:23]=[CH:22]1)=[CH:16][CH2:15][CH2:14]2)#[N:10].O>CS(C)=O.C(Cl)Cl>[C:9]([C:11]1[CH:12]=[C:13]2[C:18](=[CH:19][CH:20]=1)[C:17]([N:21]1[CH:25]=[CH:24][N:23]=[CH:22]1)=[CH:16][CH2:15][CH2:14]2)(=[O:2])[NH2:10] |f:0.1.2|. Procedure: Potassium carbonate and 30% aqueous H2O2 solution are added several times, within a period of 24 hours, to 6-cyano-1-(1-imidazolyl)-3,4-dihydronaphthalene (Example 1) in DMSO and CH2Cl2. Finally, water is added and the solid is filtered off, yielding the title compound.